describe an organic reaction: reactants, conditions, products, and yield From a dataset of the Open Reaction Database (ORD), a public repository of structured organic reaction records. The reactants are C(CCCC)C1=CC(=C(C(=C1)F)B(O)O)F (4-pentyl-2,6-difluorophenylboronic acid), BrC=1C=NC(=NC1)Cl (5-bromo-2-chloropyrimidine), C1CCOC1 (THF), aqueous buffer solution, O.O.O.O.O.O.O.O.O.O.B([O-])([O-])O.B(O)(O)O.B(O)(O)O.B(O)(O)O.[Na+].[Na+] (disodium tetraborate decahydrate), tetrakis[triphenylphosphine]palladium (0). Run in O (water). Product: C(CCCC)C1=CC(=C(C(=C1)F)C=1C=NC(=NC1)Cl)F (5-(4-pentyl-2,6-difluorophenyl)-2-chloropyrimidine). Reaction SMILES: [CH2:1]([C:6]1[CH:11]=[C:10]([F:12])[C:9](B(O)O)=[C:8]([F:16])[CH:7]=1)[CH2:2][CH2:3][CH2:4][CH3:5].Br[C:18]1[CH:19]=[N:20][C:21]([Cl:24])=[N:22][CH:23]=1.C1COCC1.O.O.O.O.O.O.O.O.O.O.B(O)([O-])[O-].B(O)(O)O.B(O)(O)O.B(O)(O)O.[Na+].[Na+]>O>[CH2:1]([C:6]1[CH:11]=[C:10]([F:12])[C:9]([C:18]2[CH:19]=[N:20][C:21]([Cl:24])=[N:22][CH:23]=2)=[C:8]([F:16])[CH:7]=1)[CH2:2][CH2:3][CH2:4][CH3:5] |f:3.4.5.6.7.8.9.10.11.12.13.14.15.16.17.18|. Reported procedure: A mixture of 0.22 mol of 4-pentyl-2,6-difluorophenylboronic acid (prepared from 5-pentyl-1,3-difluorobenzene and trimethyl borate using n-butyllithium), 0.18 mol of 5-bromo-2-chloropyrimidine, 550 ml of THF, 75 ml of an aqueous buffer solution (pH=8), 230 ml of an aqueous disodium tetraborate decahydrate solution (4%), 200 ml of water and 2 g of tetrakis[triphenylphosphine]palladium (0) is heated at the boil for 20 hours. Customary work-up gives the product, which can be further processed withou...